This data is from the Open Reaction Database (ORD), a public repository of structured organic reaction records. The task is: describe an organic reaction: reactants, conditions, products, and yield The reactants are CC(C)(C)OC(=O)N1CC2N(CC1)C(OC2(C2=CC=CC=C2)C2=CC=CC=C2)=O ((1,1-dimethylethyl)tetrahydro-3-oxo-1,1-diphenyl-3H-oxazolo[3,4-a]pyrazine-7(1H)-carboxylate), FC(C(=O)O)(F)F (trifluoroacetic acid). The solvent is ClCCl (dichloromethane). Run at time 4 hour. The product is C1(=CC=CC=C1)C1(OC(N2C1CNCC2)=O)C2=CC=CC=C2 (hexahydro-1,1-diphenyl-3H-oxazolo[3,4-a]pyrazin-3-one). As a reaction SMILES: CC(OC([N:8]1[CH2:13][CH2:12][N:11]2[C:14](=[O:29])[O:15][C:16]([C:23]3[CH:28]=[CH:27][CH:26]=[CH:25][CH:24]=3)([C:17]3[CH:22]=[CH:21][CH:20]=[CH:19][CH:18]=3)[CH:10]2[CH2:9]1)=O)(C)C.FC(F)(F)C(O)=O>ClCCl>[C:23]1([C:16]2([C:17]3[CH:18]=[CH:19][CH:20]=[CH:21][CH:22]=3)[CH:10]3[CH2:9][NH:8][CH2:13][CH2:12][N:11]3[C:14](=[O:29])[O:15]2)[CH:28]=[CH:27][CH:26]=[CH:25][CH:24]=1. Procedure: To a solution of (1,1-dimethylethyl)tetrahydro-3-oxo-1,1-diphenyl-3H-oxazolo[3,4-a]pyrazine-7(1H)-carboxylate (99 mg, 0.25 mmol) in dichloromethane (2 mL) was added trifluoroacetic acid (0.19 mL, 2.5 mmol), and the mixture was stirred at room temperature for 4 hours. The reaction solution was concentrated under reduced pressure, and the residue was dissolved in ethyl acetate. This solution was washed with sodium hydrogen carbonate, dried over anhydrous magnesium sulfate and concentrated under re... Starting materials: C(C1=CC=CC=C1)Br (benzyl bromide), [H-].[K+] (potassium hydride), BrC1=C(C=C(O)C=C1)O (4-bromoresorcinol), resultant mixture, O (water). The solvent is CCOCC (ether), CN(C=O)C (N,N-dimethylformamide). Conditions: temperature 0 celsius, time 3 hour. Yields the product C(C1=CC=CC=C1)OC=1C=C(C=CC1Br)O (3-Benzyloxy-4-bromophenol). Reaction SMILES: [H-].[K+].[Br:3][C:4]1[CH:10]=[CH:9][C:7]([OH:8])=[CH:6][C:5]=1[OH:11].[CH2:12](Br)[C:13]1[CH:18]=[CH:17][CH:16]=[CH:15][CH:14]=1.O>CN(C)C=O.CCOCC>[CH2:12]([O:11][C:5]1[CH:6]=[C:7]([OH:8])[CH:9]=[CH:10][C:4]=1[Br:3])[C:13]1[CH:18]=[CH:17][CH:16]=[CH:15][CH:14]=1 |f:0.1|. Procedure: To a 0° C. slurry of 1.7 g. (42.5 mmoles) of potassium hydride in 35 ml of N,N-dimethylformamide is slowly added a solution of 7.22 g. (38.2 mmoles) of 4-bromoresorcinol. The resultant mixture is stirred for 30 minutes and then 4.54 ml. (38.2 mmoles) of benzyl bromide is slowly added. The reaction mixture is stirred 3 hours longer at 0° C. and then added to 200 ml. of cold water and 200 ml. of ether. The ether extract is washed twice with 200 ml. portions of water, dried over magnesium sulfate a... Reactants: C(C)(C)(C)OC(=O)N1C(CCCC1)C1=CC=C2C=NC(=NN21)NC2=CC=C(C=C2)N2CCOCC2 ([2-(4-Morpholin-4-yl-phenylamino)-pyrrolo[2,1-f][1,2,4]triazin-7-yl]-piperidine-1-carboxylic acid tert-butyl ester), FC(C(=O)O)(F)F (Trifluoroacetic Acid). Solvent: C(Cl)Cl (Methylene chloride). Yields the product N1(CCOCC1)C1=CC=C(C=C1)NC1=NN2C(C=N1)=CC=C2C=2CCNCC2 ((4-Morpholin-4-yl-phenyl)-[7-(1,2,3,6-tetrahydro-pyridin-4-yl)-pyrrolo[2,1-f][1,2,4]triazin-2-yl]-amine). Reaction SMILES: C(OC(N1CCCCC1[C:14]1[N:22]2[C:17]([CH:18]=[N:19][C:20]([NH:23][C:24]3[CH:29]=[CH:28][C:27]([N:30]4[CH2:35][CH2:34][O:33][CH2:32][CH2:31]4)=[CH:26][CH:25]=3)=[N:21]2)=[CH:16][CH:15]=1)=O)(C)(C)C.F[C:37](F)(F)[C:38](O)=O>C(Cl)Cl>[N:30]1([C:27]2[CH:26]=[CH:25][C:24]([NH:23][C:20]3[N:19]=[CH:18][C:17]4=[CH:16][CH:15]=[C:14]([C:16]5[CH2:17][CH2:18][NH:19][CH2:37][CH:38]=5)[N:22]4[N:21]=3)=[CH:29][CH:28]=2)[CH2:31][CH2:32][O:33][CH2:34][CH2:35]1. Procedure: Into a 8 dram vial, [2-(4-Morpholin-4-yl-phenylamino)-pyrrolo[2,1-f][1,2,4]triazin-7-yl]-piperidine-1-carboxylic acid tert-butyl ester (0.150 g, 0.315 mmol), Methylene chloride (5 mL) and Trifluoroacetic Acid (1 g, 9 mmol) were added and stirred at room temperature over night. The reaction was partitioned with Sat. NaHCO3 and DCM. The organic was separated, washed with Brine and dried over Na2SO4. The solid was filtered and washed with DCM. The solvent was removed under vacuum. The desired produ... The reactants are BrC(C)C1=C(C(=O)OC)C=CN=C1Cl (methyl 3-(1-bromoethyl)-2-chloroisonicotinate), Cl.FC(COC1=C(C=C(C=N1)CN)C)F ((6-(2,2-difluoroethoxy)-5-methylpyridin-3-yl)methanamine hydrochloride). Yields the product ClC1=NC=CC2=C1C(N(C2=O)CC=2C=NC(=C(C2)C)OCC(F)F)C (4-chloro-2-((6-(2,2-difluoroethoxy)-5-methylpyridin-3-yl)methyl)-3-methyl-2,3-dihydro-1H-pyrrolo[3,4-c]pyridin-1-one). Isolated yield 24.0%. As a reaction SMILES: Br[CH:2]([C:4]1[C:13]([Cl:14])=[N:12][CH:11]=[CH:10][C:5]=1[C:6]([O:8]C)=O)[CH3:3].Cl.[F:16][CH:17]([F:29])[CH2:18][O:19][C:20]1[N:25]=[CH:24][C:23]([CH2:26][NH2:27])=[CH:22][C:21]=1[CH3:28]>>[Cl:14][C:13]1[C:4]2[CH:2]([CH3:3])[N:27]([CH2:26][C:23]3[CH:24]=[N:25][C:20]([O:19][CH2:18][CH:17]([F:29])[F:16])=[C:21]([CH3:28])[CH:22]=3)[C:6](=[O:8])[C:5]=2[CH:10]=[CH:11][N:12]=1 |f:1.2|. Reported procedure: The title compound is prepared in 24% yield (63 mg, colorless oil) from methyl 3-(1-bromoethyl)-2-chloroisonicotinate (200 mg, 0.72 mmol, Step-1 of Intermediate-6, racemate) and (6-(2,2-difluoroethoxy)-5-methylpyridin-3-yl)methanamine hydrochloride (206 mg, 0.86 mmol, Amine-4) in a similar manner to Intermediate-2. Reactants: CNC(=O)Nc1ccc(Br)cc1, CCO, CC(Oc1ccc(B(O)O)cc1)C(O)CCc1cccnc1, c1ccc(P(c2ccccc2)(c2ccccc2)[Pd](P(c2ccccc2)(c2ccccc2)c2ccccc2)(P(c2ccccc2)(c2ccccc2)c2ccccc2)P(c2ccccc2)(c2ccccc2)c2ccccc2)cc1. Product: CNC(=O)Nc1ccc(-c2ccc(OC(C)C(O)CCc3cccnc3)cc2)cc1. As a reaction SMILES: [Br:23][c:24]1[cH:25][cH:26][c:27]([NH:30][C:31](=[O:32])[NH:33][CH3:34])[cH:28][cH:29]1.[CH3:35][CH2:36][OH:37].[OH:1][CH:2]([CH:3]([O:4][c:5]1[cH:6][cH:7][c:8]([B:11]([OH:12])[OH:13])[cH:9][cH:10]1)[CH3:14])[CH2:15][CH2:16][c:17]1[cH:18][n:19][cH:20][cH:21][cH:22]1.[cH:38]1[cH:39][cH:40][c:41]([P:42]([Pd:43]([P:44]([c:45]2[cH:46][cH:47][cH:48][cH:49][cH:50]2)([c:51]2[cH:52][cH:53][cH:54][cH:55][cH:56]2)[c:57]2[cH:58][cH:59][cH:60][cH:61][cH:62]2)([P:63]([c:64]2[cH:65][cH:66][cH:67][cH:68][cH:69]2)([c:70]2[cH:71][cH:72][cH:73][cH:74][cH:75]2)[c:76]2[cH:77][cH:78][cH:79][cH:80][cH:81]2)[P:82]([c:83]2[cH:84][cH:85][cH:86][cH:87][cH:88]2)([c:89]2[cH:90][cH:91][cH:92][cH:93][cH:94]2)[c:95]2[cH:96][cH:97][cH:98][cH:99][cH:100]2)([c:101]2[cH:102][cH:103][cH:104][cH:105][cH:106]2)[c:107]2[cH:108][cH:109][cH:110][cH:111][cH:112]2)[cH:113][cH:114]1>>[OH:1][CH:2]([CH:3]([O:4][c:5]1[cH:6][cH:7][c:8](-[c:24]2[cH:25][cH:26][c:27]([NH:30][C:31](=[O:32])[NH:33][CH3:34])[cH:28][cH:29]2)[cH:9][cH:10]1)[CH3:14])[CH2:15][CH2:16][c:17]1[cH:18][n:19][cH:20][cH:21][cH:22]1.